From a dataset of the Open Reaction Database (ORD), a public repository of structured organic reaction records. describe an organic reaction: reactants, conditions, products, and yield The reactants are C(#N)CN1C(=CC2=CC=CC=C12)C(=O)OCC (Ethyl 1-(Cyanomethyl)-1H-indole-2-carboxylate), Cl (hydrochloric acid), C(C)(=O)OCC (ethyl acetate). The reagents and catalysts are [Pd] (palladium on carbon). Run in C(C)O (ethanol). Run at time 6 hour. The product is C1(NCCN2C1=CC=1C=CC=CC21)=O (3,4-Dihydropyrazino[1,2-a]indol-1(2H)-one). Isolated yield 70.1%. Reaction SMILES: [C:1]([CH2:3][N:4]1[C:12]2[C:7](=[CH:8][CH:9]=[CH:10][CH:11]=2)[CH:6]=[C:5]1[C:13]([O:15]CC)=O)#[N:2].Cl.C(OCC)(=O)C>[Pd].C(O)C>[C:13]1(=[O:15])[C:5]2=[CH:6][C:7]3[CH:8]=[CH:9][CH:10]=[CH:11][C:12]=3[N:4]2[CH2:3][CH2:1][NH:2]1. Procedure details: A 500-mL Parr reactor bottle was purged with nitrogen and charged with 10% palladium on carbon (50% wet, 3.47 g dry weight), 102a (8.00 g, 35.0 mmol), 12% hydrochloric acid (17.5 mL, 70 mmol), ethyl acetate (150 mL) and ethanol (100 mL). The bottle was attached to a Parr hydrogenator, evacuated, charged with hydrogen gas to a pressure of 50 psi and shaken for 6 h. After this time, the hydrogen was evacuated, and nitrogen was charged into the bottle. Celite 521 (10.0 g) was added, and the mixture... Starting materials: [BH3-]C#N, O=C([O-])O, CC(=O)[O-], C=CCCCc1ccc(C)cc1C=O, CO, [NH4+], [Na+], [Na+]. Yields the product C=CCCCc1ccc(C)cc1CN. RXN SMILES: [C:20](#[N:21])[BH3-:22].[C:24](=[O:25])([OH:26])[O-:27].[CH3:16][C:17](=[O:18])[O-:19].[CH3:1][c:2]1[cH:3][cH:4][c:5]([CH2:10][CH2:11][CH2:12][CH:13]=[CH2:14])[c:6]([CH:7]=[O:8])[cH:9]1.[CH3:29][OH:30].[NH4+:15].[Na+:23].[Na+:28]>>[CH3:1][c:2]1[cH:3][cH:4][c:5]([CH2:10][CH2:11][CH2:12][CH:13]=[CH2:14])[c:6]([CH2:7][NH2:21])[cH:9]1.